From a dataset of the Open Reaction Database (ORD), a public repository of structured organic reaction records. describe an organic reaction: reactants, conditions, products, and yield Starting materials: O=C(NCc1ccc(Br)cc1)C1CC1, CC1(C)OB(c2cccc(NC(=O)C3CCCN3C(=O)OCc3ccccc3)c2)OC1(C)C, CO, [Na+], O=C([O-])O, CN(C)C=O. Yields the product O=C(NCc1ccc(-c2cccc(NC(=O)C3CCCN3C(=O)OCc3ccccc3)c2)cc1)C1CC1. Reaction SMILES: [Br:34][c:35]1[cH:36][cH:37][c:38]([CH2:39][NH:40][C:41](=[O:42])[CH:43]2[CH2:44][CH2:45]2)[cH:46][cH:47]1.[CH2:1]([c:2]1[cH:3][cH:4][cH:5][cH:6][cH:7]1)[O:8][C:9](=[O:10])[N:11]1[CH:12]([C:16]([NH:17][c:18]2[cH:19][c:20]([B:24]3[O:25][C:26]([CH3:27])([CH3:28])[C:29]([CH3:30])([CH3:31])[O:32]3)[cH:21][cH:22][cH:23]2)=[O:33])[CH2:13][CH2:14][CH2:15]1.[CH3:53][OH:54].[Na+:59].[O-:55][C:56]([OH:57])=[O:58].[O:48]=[CH:49][N:50]([CH3:51])[CH3:52]>>[CH2:1]([c:2]1[cH:3][cH:4][cH:5][cH:6][cH:7]1)[O:8][C:9](=[O:10])[N:11]1[CH:12]([C:16]([NH:17][c:18]2[cH:19][c:20](-[c:35]3[cH:36][cH:37][c:38]([CH2:39][NH:40][C:41](=[O:42])[CH:43]4[CH2:44][CH2:45]4)[cH:46][cH:47]3)[cH:21][cH:22][cH:23]2)=[O:33])[CH2:13][CH2:14][CH2:15]1. Reactants: CC1=CC(=CC=C1)SCC=C(C)C (1-methyl-3-(3-methylbut-2-enyl)sulphanylbenzene), C1(=CC=C(C=C1)S(=O)(=O)O)C (para-toluenesulphonic acid). Run in C1(=CC=CC=C1)C (toluene). Yields the product CC1(CCSC2=CC(=CC=C12)C)C (4,4,7-Trimethylthiochroman). RXN SMILES: [CH3:1][C:2]1[CH:7]=[CH:6][CH:5]=[C:4]([S:8][CH2:9][CH:10]=[C:11]([CH3:13])[CH3:12])[CH:3]=1.C1(C)C=CC(S(O)(=O)=O)=CC=1>C1(C)C=CC=CC=1>[CH3:12][C:11]1([CH3:13])[C:5]2[C:4](=[CH:3][C:2]([CH3:1])=[CH:7][CH:6]=2)[S:8][CH2:9][CH2:10]1. Procedure: 7 g (36.4 mmol) of 1-methyl-3-(3-methylbut-2-enyl)sulphanylbenzene and 50 ml of toluene are introduced into a round-bottomed flask and 10.4 g (54.6 mmol) of para-toluenesulphonic acid are added. The mixture in refluxed for four hours. The reaction medium is evaporated to dryness, the residue is taken up in water and ethyl ether and the organic phase is separated out after settling has taken place, dried over magnesium sulphate and evaporated. 6.8 g (97%) of the thiochroman are collected in the f...